From a dataset of the Open Reaction Database (ORD), a public repository of structured organic reaction records. describe an organic reaction: reactants, conditions, products, and yield Reactants: C(C)(C)(C)OC(=O)NC(SC)=NC(=O)OC(C)(C)C (1,3-bis(tertbutoxycarbonyl)-2-methyl-2-thiopseudourea), NC1=C(NC(=C1)C1=CC=CC=C1)C(=O)OCC (ethyl 3-amino-5-phenylpyrrole-2-carboxylate), C(C)(=O)O (acetic acid). Run in CO (MeOH). Run at time 28 hour. Yields the product NC1=C(NC(=C1C)C1=CC=CC=C1)C(=O)OCC (Ethyl 3-amino-4-methyl-5-phenylpyrrole-2-carboxylate). Reaction SMILES: [NH2:1][C:2]1[CH:6]=[C:5]([C:7]2[CH:12]=[CH:11][CH:10]=[CH:9][CH:8]=2)[NH:4][C:3]=1[C:13]([O:15][CH2:16][CH3:17])=[O:14].[C:18](OC(NC(=NC(OC(C)(C)C)=O)SC)=O)(C)(C)C.C(O)(=O)C>CO>[NH2:1][C:2]1[C:6]([CH3:18])=[C:5]([C:7]2[CH:12]=[CH:11][CH:10]=[CH:9][CH:8]=2)[NH:4][C:3]=1[C:13]([O:15][CH2:16][CH3:17])=[O:14]. Reported procedure: To a 25-mL, round-bottomed flask was added ethyl 3-amino-5-phenylpyrrole-2-carboxylate (Example 66(b)) (1.1 g) and MeOH (5 mL). To the reaction flask was added 1,3-bis(tertbutoxycarbonyl)-2-methyl-2-thiopseudourea (Aldrich Chemical Company) (1.6 g, 5.5 mmol), followed by glacial acetic acid (1.43 mL, 25 mmol). The reaction mixture was stirred at room temperature under N2 for 28 h. A heavy precipitate formed and was collected by filtration, washed with H2O (3×10 mL) and dried in a vacuum oven ove... Starting materials: CC(Cl)C(=O)Cl, C1COCCO1, O=C1Nc2cccnc2Nc2ccccc21. Yields the product CC(Cl)C(=O)N1c2ccccc2C(=O)Nc2cccnc21. RXN SMILES: [Cl:1][CH:2]([C:3](=[O:4])[Cl:5])[CH3:6].[O:23]1[CH2:24][CH2:25][O:26][CH2:27][CH2:28]1.[n:7]1[cH:8][cH:9][cH:10][c:11]2[c:12]1[NH:13][c:14]1[c:15]([cH:19][cH:20][cH:21][cH:22]1)[C:16](=[O:18])[NH:17]2>>[Cl:1][CH:2]([C:3](=[O:4])[N:13]1[c:12]2[n:7][cH:8][cH:9][cH:10][c:11]2[NH:17][C:16](=[O:18])[c:15]2[c:14]1[cH:22][cH:21][cH:20][cH:19]2)[CH3:6]. Starting materials: [Na+], CCOC(=O)C(=O)Cc1ccc(C#N)cc1, [OH-]. Product: N#Cc1ccc(CC(=O)C(=O)O)cc1. As a reaction SMILES: [Na+:18].[O:1]=[C:2]([C:3](=[O:4])[O:5][CH2:6][CH3:7])[CH2:8][c:9]1[cH:10][cH:11][c:12]([C:15]#[N:16])[cH:13][cH:14]1.[OH-:17]>>[O:1]=[C:2]([C:3](=[O:4])[OH:5])[CH2:8][c:9]1[cH:10][cH:11][c:12]([C:15]#[N:16])[cH:13][cH:14]1. Reactants: N1=C(N=CC=C1)C1=CC=C(C=C1)C#CC=O ([4-(2-pyrimidinyl)phenyl]-2-propynal), CCCC[N+](CCCC)(CCCC)CCCC.F.F.[F-] (tetrabutylamonium dihydrogentrifluoride). Run in C(C)(=O)OCC (ethyl acetate). Run at temperature 110 celsius. Product: F\C(=C/C=O)\C1=CC=C(C=C1)C1=NC=CC=N1 ((2Z)-3-Fluoro-3-[4-(2-pyrimidinyl)phenyl]-2-propenal). The yield is 50.3%. Reaction SMILES: [N:1]1[CH:6]=[CH:5][CH:4]=[N:3][C:2]=1[C:7]1[CH:12]=[CH:11][C:10]([C:13]#[C:14][CH:15]=[O:16])=[CH:9][CH:8]=1.CCCC[N+](CCCC)(CCCC)CCCC.[FH:34].F.[F-]>C(OCC)(=O)C>[F:34]/[C:13](/[C:10]1[CH:11]=[CH:12][C:7]([C:2]2[N:3]=[CH:4][CH:5]=[CH:6][N:1]=2)=[CH:8][CH:9]=1)=[CH:14]\[CH:15]=[O:16] |f:1.2.3.4|. Procedure details: A mixture of 3-[4-(2-pyrimidinyl)phenyl]-2-propynal (210 mg, 1.01 mmol, prepared as described in Reference Example 300) and tetrabutylamonium dihydrogentrifluoride (50 wt % in 1,2-dichloroethane, 1.8 g, 3.0 mmol) was heated to 110° C. for 4 h. The cooled reaction mixture was diluted with ethyl acetate (30 mL), washed with aq. sat. NaHCO3 (30 mL) and brine (30 mL), and filtered through a plug of SiO2 (5 g). The SiO2 plug was rinsed with additional ethyl acetate (30 mL) and the combined filtrates ... Product: ClC1=CC2=C(N(C(=N2)OC2=CC=CC=C2)C2CC(C(C2O)O)CO)C=C1Cl (5-(5,6-dichloro-2-phenoxy-1H-benzimidazol-1-yl)-3-(hydroxymethyl)-1,2-cyclopentanediol). Procedure: Phenol (72 mg, 0.77 mmol) and anhydrous potassium carbonate (106 mg, 0.77 mmol) were stirred in dry N,N-dimethylformamide (5 mL) under nitrogen for 1.0 hour. (±)(1R*, 2S*, 3S*, 5S*)-3-(Acetoxymethyl)-5-(2-bromo-5,6-dichloro-1H-benzimidazol-1-yl)-1,2-cyclopentanediyl diacetate (400 mg, 0.770 mmol) was added and the mixture stirred at 80° C. (oil bath) for 18 hours. Volatiles were removed in vacuo and the residue partitioned between chloroform and water. The chloroform layer was dried (sodium sulf... Starting materials: C1(=CC=CC=C1)O (Phenol), C([O-])([O-])=O.[K+].[K+] (potassium carbonate), C(C)(=O)OC1C(C(CC1N1C(=NC2=C1C=C(C(=C2)Cl)Cl)Br)COC(C)=O)OC(C)=O (3-(Acetoxymethyl)-5-(2-bromo-5,6-dichloro-1H-benzimidazol-1-yl)-1,2-cyclopentanediyl diacetate). Reaction conditions: temperature 80 celsius, time 18 hour. Reaction SMILES: [C:1]1([OH:7])[CH:6]=[CH:5][CH:4]=[CH:3][CH:2]=1.C(=O)([O-])[O-].[K+].[K+].C([O:17][CH:18]1[CH:22]([N:23]2[C:27]3[CH:28]=[C:29]([Cl:33])[C:30]([Cl:32])=[CH:31][C:26]=3[N:25]=[C:24]2Br)[CH2:21][CH:20]([CH2:35][O:36]C(=O)C)[CH:19]1[O:40]C(=O)C)(=O)C>CN(C)C=O>[Cl:32][C:30]1[C:29]([Cl:33])=[CH:28][C:27]2[N:23]([CH:22]3[CH:18]([OH:17])[CH:19]([OH:40])[CH:20]([CH2:35][OH:36])[CH2:21]3)[C:24]([O:7][C:1]3[CH:6]=[CH:5][CH:4]=[CH:3][CH:2]=3)=[N:25][C:26]=2[CH:31]=1 |f:1.2.3|. Run in CN(C=O)C (N,N-dimethylformamide). The reactants are Oc1ccc2cc(Br)ccc2c1, ClC(Cl)Cl, O, O=S(=O)(Cl)Cl. Yields the product Oc1ccc2cc(Br)ccc2c1Cl. RXN SMILES: [Br:1][c:2]1[cH:3][c:4]2[cH:5][cH:6][c:7]([OH:12])[cH:8][c:9]2[cH:10][cH:11]1.[CH:19]([Cl:20])([Cl:21])[Cl:22].[OH2:18].[S:13]([Cl:14])(=[O:15])([Cl:16])=[O:17]>>[Br:1][c:2]1[cH:3][c:4]2[cH:5][cH:6][c:7]([OH:12])[c:8]([Cl:16])[c:9]2[cH:10][cH:11]1. Starting materials: CC1SCCN1 (2-methylthiazolidine), C(C)(=O)[O-].[Na+] (sodium acetate), C1=CC(=CC=C1C(=O)CCCl)F (β-chloro-4-fluoropropiophenone). The solvent is C(C)O (ethanol). Yields the product FC1=CC=C(C=C1)C(CCN1C(SCC1)C)=O (1-(4-fluorophenyl)-3-(2-methyl-3-thiazolidinyl)propan-1-one). Yield: 84.1%. RXN SMILES: [CH:1]1[C:6]([C:7]([CH2:9][CH2:10]Cl)=[O:8])=[CH:5][CH:4]=[C:3]([F:12])[CH:2]=1.[CH3:13][CH:14]1[NH:18][CH2:17][CH2:16][S:15]1.C([O-])(=O)C.[Na+]>C(O)C>[F:12][C:3]1[CH:4]=[CH:5][C:6]([C:7](=[O:8])[CH2:9][CH2:10][N:18]2[CH2:17][CH2:16][S:15][CH:14]2[CH3:13])=[CH:1][CH:2]=1 |f:2.3|. Reported procedure: 3.73 g (0.02 mol) of β-chloro-4-fluoropropiophenone are added in little portions at room temperature to a suspension containing 2.06 g (0.02 mol) of 2-methylthiazolidine and 1.64 g (0.02 mol) of anhydrous sodium acetate in 20 ml of ethanol over 30 minutes under stirring. After stirring for an additional 3 hours, the reaction mixture is evaporated, saturated sodium hydrogen carbonate solution is added to the oily yellow residue and it is extracted twice with 30 ml of ether each. After drying and ... Reaction conditions: time 1 hour. The product is C(C)OC1=C(C=C(C=C1)C1=CC2=C(C(=N1)C#N)N=C(N2)CCCN2CCOCC2)C(F)(F)F (6-(4-Ethoxy-3-trifluoromethyl-phenyl)-2-(3-morpholin-4-yl-propyl)-1H-imidazo[4,5-c]pyridine-4-carbonitrile). The reagents and catalysts are [Pd] (Pd/C). Procedure: To a flask containing a solution of 6-(4-ethoxy-3-trifluoromethyl-phenyl)-2-(3-morpholin-4-yl-propenyl)-1H-imidazo[4,5-c]pyridine-4-carbonitrile (16 mg) in ethanol was added 5% Pd/C (5 mg) and the vessel purged with hydrogen. The mixture was stirred for 1 h before filtration and purification by preparatice HPLC to afford the title compound. 1H NMR (MeOH) δ 8.32-8.25 (m, 2H) 8.17 (s, 1H) 7.30 (d, 1H) 4.24 (q, 2H) 4.20-3.84 (bm, 4H) 3.65-3.60 (bm, 2H) 3.40 (t, 2H) 3.22 (m, 4H) 2.40 (m, 2H) 1.45 (t... As a reaction SMILES: [CH2:1]([O:3][C:4]1[CH:9]=[CH:8][C:7]([C:10]2[N:15]=[C:14]([C:16]#[N:17])[C:13]3[N:18]=[C:19]([CH:21]=[CH:22][CH2:23][N:24]4[CH2:29][CH2:28][O:27][CH2:26][CH2:25]4)[NH:20][C:12]=3[CH:11]=2)=[CH:6][C:5]=1[C:30]([F:33])([F:32])[F:31])[CH3:2]>C(O)C.[Pd]>[CH2:1]([O:3][C:4]1[CH:9]=[CH:8][C:7]([C:10]2[N:15]=[C:14]([C:16]#[N:17])[C:13]3[N:18]=[C:19]([CH2:21][CH2:22][CH2:23][N:24]4[CH2:25][CH2:26][O:27][CH2:28][CH2:29]4)[NH:20][C:12]=3[CH:11]=2)=[CH:6][C:5]=1[C:30]([F:33])([F:31])[F:32])[CH3:2]. The solvent is C(C)O (ethanol). Reactants: C(C)OC1=C(C=C(C=C1)C1=CC2=C(C(=N1)C#N)N=C(N2)C=CCN2CCOCC2)C(F)(F)F (6-(4-ethoxy-3-trifluoromethyl-phenyl)-2-(3-morpholin-4-yl-propenyl)-1H-imidazo[4,5-c]pyridine-4-carbonitrile).